From a dataset of the Open Reaction Database (ORD), a public repository of structured organic reaction records. describe an organic reaction: reactants, conditions, products, and yield Yields the product CC(=O)c1c(C)nc(C)nc1NCc1ccc(-c2ccccc2-c2nnnn2C(C)(C)C)cc1. Reaction SMILES: [C:21]([CH3:22])([CH3:23])([CH3:24])[n:25]1[n:26][n:27][n:28][c:29]1-[c:30]1[c:31]([B:36]([OH:37])[OH:38])[cH:32][cH:33][cH:34][cH:35]1.[C:39](=[O:40])([O-:41])[O-:42].[CH3:1][C:2](=[O:3])[c:4]1[c:5]([NH:12][CH2:13][c:14]2[cH:15][cH:16][c:17]([Br:20])[cH:18][cH:19]2)[n:6][c:7]([CH3:11])[n:8][c:9]1[CH3:10].[CH3:45][c:46]1[cH:47][cH:48][cH:49][cH:50][cH:51]1.[CH3:53][CH2:54][OH:55].[CH3:56][CH2:57][O:58][C:59]([CH3:60])=[O:61].[Na+:43].[Na+:44].[OH2:52].[Pd:62].[c:101]1([P:102]([c:103]2[cH:104][cH:105][cH:106][cH:107][cH:108]2)[c:109]2[cH:110][cH:111][cH:112][cH:113][cH:114]2)[cH:115][cH:116][cH:117][cH:118][cH:119]1.[c:120]1([P:121]([c:122]2[cH:123][cH:124][cH:125][cH:126][cH:127]2)[c:128]2[cH:129][cH:130][cH:131][cH:132][cH:133]2)[cH:134][cH:135][cH:136][cH:137][cH:138]1.[c:63]1([P:64]([c:65]2[cH:66][cH:67][cH:68][cH:69][cH:70]2)[c:71]2[cH:72][cH:73][cH:74][cH:75][cH:76]2)[cH:77][cH:78][cH:79][cH:80][cH:81]1.[c:82]1([P:83]([c:84]2[cH:85][cH:86][cH:87][cH:88][cH:89]2)[c:90]2[cH:91][cH:92][cH:93][cH:94][cH:95]2)[cH:96][cH:97][cH:98][cH:99][cH:100]1>>[CH3:1][C:2](=[O:3])[c:4]1[c:5]([NH:12][CH2:13][c:14]2[cH:15][cH:16][c:17](-[c:31]3[c:30](-[c:29]4[n:25]([C:21]([CH3:22])([CH3:23])[CH3:24])[n:26][n:27][n:28]4)[cH:35][cH:34][cH:33][cH:32]3)[cH:18][cH:19]2)[n:6][c:7]([CH3:11])[n:8][c:9]1[CH3:10]. Reactants: CC(C)(C)n1nnnc1-c1ccccc1B(O)O, O=C([O-])[O-], CC(=O)c1c(C)nc(C)nc1NCc1ccc(Br)cc1, Cc1ccccc1, CCO, CCOC(C)=O, [Na+], [Na+], O, [Pd], c1ccc(P(c2ccccc2)c2ccccc2)cc1, c1ccc(P(c2ccccc2)c2ccccc2)cc1, c1ccc(P(c2ccccc2)c2ccccc2)cc1, c1ccc(P(c2ccccc2)c2ccccc2)cc1. The reactants are COC(=O)c1cc(OC)c(C)c(OC)c1Oc1cc(OC)cc(C)c1C(=O)O, COC(Cl)Cl, [Cl-], [Cl-], [Cl-], [Cl-], ClCCl, Cl, [Ti+4]. Product: COC(=O)c1cc(OC)c(C)c(OC)c1Oc1c(C=O)c(OC)cc(C)c1C(=O)O. RXN SMILES: [CH3:1][O:2][C:3]([c:4]1[c:5]([O:15][c:16]2[c:17]([C:25](=[O:26])[OH:27])[c:18]([CH3:24])[cH:19][c:20]([O:22][CH3:23])[cH:21]2)[c:6]([O:13][CH3:14])[c:7]([CH3:12])[c:8]([O:10][CH3:11])[cH:9]1)=[O:28].[CH3:29][O:30][CH:31]([Cl:32])[Cl:33].[Cl-:38].[Cl-:39].[Cl-:40].[Cl-:41].[Cl:35][CH2:36][Cl:37].[ClH:34].[Ti+4:42]>>[CH3:1][O:2][C:3]([c:4]1[c:5]([O:15][c:16]2[c:17]([C:25](=[O:26])[OH:27])[c:18]([CH3:24])[cH:19][c:20]([O:22][CH3:23])[c:21]2[CH:29]=[O:30])[c:6]([O:13][CH3:14])[c:7]([CH3:12])[c:8]([O:10][CH3:11])[cH:9]1)=[O:28]. Reactants: N,N′-dimethlyaminopyridine, N([C@@H](CSSSC(C)(C)C)C(=O)O)C(=O)OCC1C2=CC=CC=C2C2=CC=CC=C12 (Fmoc-Cys(SStBu)-OH), C(Cl)Cl (CH2Cl2), ON1C(CCC1=O)=O (N-hydroxysuccinimide), Cl.C(C)N=C=NCCCN(C)C (N-Ethyl-N′-(3-dimethylaminopropyl)carbodiimide hydrochloride). Conditions: time 10 minute. The product is O=C1N(C(CC1)=O)OC(C(CSSC(C)(C)C)NC(=O)OCC1C2=CC=CC=C2C=2C=CC=CC12)=O (3-tert-Butyldisulfanyl-2-(9H-fluoren-9-ylmethoxycarbonylamino)-propionic acid 2,5-dioxo-pyrrolidin-1-yl ester). RXN SMILES: [NH:1]([C:14]([O:16][CH2:17][CH:18]1[C:30]2[C:25](=[CH:26][CH:27]=[CH:28][CH:29]=2)[C:24]2[C:19]1=[CH:20][CH:21]=[CH:22][CH:23]=2)=[O:15])[C@H:2]([C:11]([OH:13])=[O:12])[CH2:3][S:4][S:5]SC(C)(C)C.Cl.C(N=C=N[CH2:37][CH2:38][CH2:39]N(C)C)C.O[N:44]1[C:48](=[O:49])[CH2:47][CH2:46][C:45]1=[O:50].[CH2:51](Cl)Cl>>[O:50]=[C:45]1[CH2:46][CH2:47][C:48](=[O:49])[N:44]1[O:13][C:11](=[O:12])[CH:2]([NH:1][C:14]([O:16][CH2:17][CH:18]1[C:30]2[CH:29]=[CH:28][CH:27]=[CH:26][C:25]=2[C:24]2[C:19]1=[CH:20][CH:21]=[CH:22][CH:23]=2)=[O:15])[CH2:3][S:4][S:5][C:38]([CH3:39])([CH3:51])[CH3:37] |f:1.2|. Procedure: To a solution of Fmoc-Cys(SStBu)-OH (1, 2.15 g, 5.0 mmole) dissolved in anhydrous CH2Cl2 (30 mL) was added N-Ethyl-N′-(3-dimethylaminopropyl)carbodiimide hydrochloride (EDAC, 1.146 g, 6 mmole), the reaction mixture was stirred for 10 min. at room temperature (RT) and then added N-hydroxysuccinimide (NHS) (0.690 g, 6.0 mmole). To this reaction mixture was added catalytic amount of N,N′-dimethlyaminopyridine and stirred at RT until completion of reaction tested with TLC. The solvent was evaporated... Starting materials: O(C1=CC=CC=C1)C1=CC(=C(OCCCOC2=CC=C(C=C2)S(=O)(=O)N)C=C1)CCC (4-[3-(4-phenoxy-2-propyl phenoxy)propoxy]benzenesulfonamide), C([O-])([O-])=O.[K+].[K+] (potassium carbonate), C1(CCCCC1)N=C=O (cyclohexyl isocyanate). The solvent is CC(=O)C (acetone). Run at temperature 65 celsius, time 6 hour. Product: C1(CCCCC1)NC(=O)NS(=O)(=O)C1=CC=C(C=C1)OCCCOC1=C(C=C(C=C1)OC1=CC=CC=C1)CCC (N-[(cyclohexylamino)carbonyl]-4-[3-(4-phenoxy-2-propylphenoxy)propoxy]benzenesulfonamide). As a reaction SMILES: [O:1]([C:8]1[CH:28]=[CH:27][C:11]([O:12][CH2:13][CH2:14][CH2:15][O:16][C:17]2[CH:22]=[CH:21][C:20]([S:23]([NH2:26])(=[O:25])=[O:24])=[CH:19][CH:18]=2)=[C:10]([CH2:29][CH2:30][CH3:31])[CH:9]=1)[C:2]1[CH:7]=[CH:6][CH:5]=[CH:4][CH:3]=1.C(=O)([O-])[O-].[K+].[K+].[CH:38]1([N:44]=[C:45]=[O:46])[CH2:43][CH2:42][CH2:41][CH2:40][CH2:39]1>CC(C)=O>[CH:38]1([NH:44][C:45]([NH:26][S:23]([C:20]2[CH:21]=[CH:22][C:17]([O:16][CH2:15][CH2:14][CH2:13][O:12][C:11]3[CH:27]=[CH:28][C:8]([O:1][C:2]4[CH:7]=[CH:6][CH:5]=[CH:4][CH:3]=4)=[CH:9][C:10]=3[CH2:29][CH2:30][CH3:31])=[CH:18][CH:19]=2)(=[O:24])=[O:25])=[O:46])[CH2:43][CH2:42][CH2:41][CH2:40][CH2:39]1 |f:1.2.3|. Procedure: To a solution of 4-[3-(4-phenoxy-2-propyl phenoxy)propoxy]benzenesulfonamide (0.045 g, 0.102 mmol) and acetone (3 mL) was added potassium carbonate (0.028 g, 0.204 mmol). To the resulting suspension was added cyclohexyl isocyanate (0.026 mL, 0.204 mmol) dropwise. The reaction suspension was then stirred in a 65° C. oil bath for 6 h. After cooling to room temperature, the reaction was concentrated to a residue. The residue was partitioned between ethyl acetate and water. The ethyl acetate phase w... Starting materials: BrC1=NC(=CC(=C1)S(=O)(=O)C1=CC=C(C=C1)N)N1CCCC1 (4-(2-bromo-6-pyrrolidine-1-yl-pyridine-4-sulfonyl)-phenylamine), CC(C)(C#C)O (2-methyl-3-butyn-2-ol). Reagents/catalysts: [Cu]I (copper(I)-iodide), C1=CC=C(C=C1)P(C2=CC=CC=C2)C3=CC=CC=C3.C1=CC=C(C=C1)P(C2=CC=CC=C2)C3=CC=CC=C3.Cl[Pd]Cl (bis(triphenylphosphine)-palladium(II)-chloride). The solvent is C(C)NCC (diethylamine), CN(C=O)C (dimethylformamide). Yields the product NC1=CC=C(C=C1)S(=O)(=O)C1=CC(=NC(=C1)N1CCCC1)C#CC(C)(O)C (4-[4-(4-amino-benzenesulfonyl)-6-pyrrolidine-1-yl-pyridine-2-yl]-2-methyl-but-3-yn-2-ol). The yield is 51.9%. As a reaction SMILES: Br[C:2]1[CH:7]=[C:6]([S:8]([C:11]2[CH:16]=[CH:15][C:14]([NH2:17])=[CH:13][CH:12]=2)(=[O:10])=[O:9])[CH:5]=[C:4]([N:18]2[CH2:22][CH2:21][CH2:20][CH2:19]2)[N:3]=1.[CH3:23][C:24]([OH:28])([C:26]#[CH:27])[CH3:25]>CN(C)C=O.C(NCC)C.[Cu]I.C1C=CC(P(C2C=CC=CC=2)C2C=CC=CC=2)=CC=1.C1C=CC(P(C2C=CC=CC=2)C2C=CC=CC=2)=CC=1.Cl[Pd]Cl>[NH2:17][C:14]1[CH:15]=[CH:16][C:11]([S:8]([C:6]2[CH:5]=[C:4]([N:18]3[CH2:22][CH2:21][CH2:20][CH2:19]3)[N:3]=[C:2]([C:27]#[C:26][C:24]([CH3:25])([OH:28])[CH3:23])[CH:7]=2)(=[O:10])=[O:9])=[CH:12][CH:13]=1 |f:5.6.7|. Procedure: A mixture of 382 mg (1 mmole) 4-(2-bromo-6-pyrrolidine-1-yl-pyridine-4-sulfonyl)-phenylamine, 93 mg (1.1 mmole) 2-methyl-3-butyn-2-ol, 38 mg copper(I)-iodide and 35 mg bis(triphenylphosphine)-palladium(II)-chloride is refluxed for 1 hour in 5 ml dimethylformamide and 5 ml diethylamine. The solvents are removed and the residue is diluted with dichloromethane. The dichloromethane solution is washed twice with water, dried over magnesiumsulfate and concentrated in vacuo. Flash chromatography (silic... The reactants are Cl (HCl), FC(C(=O)OCC)(F)F (Ethyl trifluoroacetate), COC=1C=C2C(CCSC2=CC1OC)=O (6,7-dimethoxythiochroman-4-one), C[O-].[Na+] (sodium methoxide). Solvent: O1CCCC1 (tetrahydrofuran). Reaction conditions: time 87.5 hour. The product is COC=1C=C2C(C(CSC2=CC1OC)C(C(F)(F)F)=O)=O (6,7-dimethoxy-3-trifluoroacetylthiochroman-4-one). The yield is 64.9%. As a reaction SMILES: [F:1][C:2]([F:9])([F:8])[C:3]([O:5]CC)=O.C[O-].[Na+].[CH3:13][O:14][C:15]1[CH:16]=[C:17]2[C:22](=[CH:23][C:24]=1[O:25][CH3:26])[S:21][CH2:20][CH2:19][C:18]2=[O:27].Cl>O1CCCC1>[CH3:13][O:14][C:15]1[CH:16]=[C:17]2[C:22](=[CH:23][C:24]=1[O:25][CH3:26])[S:21][CH2:20][CH:19]([C:3](=[O:5])[C:2]([F:1])([F:8])[F:9])[C:18]2=[O:27] |f:1.2|. Procedure: Ethyl trifluoroacetate (0.84 g, 5.9 mmol) was dissolved in tetrahydrofuran (20 mL), and treated with 25% sodium methoxide (1.68 g, 7.8 mmol). To the stirred solution was added 6,7-dimethoxythiochroman-4-one from Step 2 (1.12 g, 5.0 mmol). The reaction was stirred at room temperature for 87.5 hours, treated with 3N HCl (25 mL) and filtered to give an orange solid (1.04 g, 65%): mp 148°-151° C.; 1H NMR (CDCl3) 300 MHz 16.05 (s, 1H), 7.48 (s, 1H) 6.78 (s, 1H) 3.94 (s, 3H) 3.92 (s, 3H) 3.83 (s, 2H);... The reactants are ClC1=C(CN2C3=C(N(CC2)C)N=CC(=C3)I)C=C(C=C1)Cl (1-(2,5-Dichlorobenzyl)-7-iodo-4-methyl-1,2,3,4-tetrahydropyrido[2,3-b]pyrazine), CN1CCN(CC1)C1=NC=C(C=C1)B1OC(C(O1)(C)C)(C)C (1-methyl-4-[5-(4,4,5,5-tetramethyl-[1,3,2]dioxaborolan-2-yl)pyridin-2-yl]piperazine). Product: ClC1=C(CN2C3=C(N(CC2)C)N=CC(=C3)C=3C=NC(=CC3)N3CCN(CC3)C)C=C(C=C1)Cl (1-(2,5-Dichlorobenzyl)-4-methyl-7-[6-(4-methylpiperazin-1-yl)pyridin-3-yl]-1,2,3,4-tetrahydropyrido[2,3-b]pyrazine). The yield is 43.0%. As a reaction SMILES: [Cl:1][C:2]1[CH:20]=[CH:19][C:18]([Cl:21])=[CH:17][C:3]=1[CH2:4][N:5]1[CH2:10][CH2:9][N:8]([CH3:11])[C:7]2[N:12]=[CH:13][C:14](I)=[CH:15][C:6]1=2.[CH3:22][N:23]1[CH2:28][CH2:27][N:26]([C:29]2[CH:34]=[CH:33][C:32](B3OC(C)(C)C(C)(C)O3)=[CH:31][N:30]=2)[CH2:25][CH2:24]1>>[Cl:1][C:2]1[CH:20]=[CH:19][C:18]([Cl:21])=[CH:17][C:3]=1[CH2:4][N:5]1[CH2:10][CH2:9][N:8]([CH3:11])[C:7]2[N:12]=[CH:13][C:14]([C:32]3[CH:31]=[N:30][C:29]([N:26]4[CH2:25][CH2:24][N:23]([CH3:22])[CH2:28][CH2:27]4)=[CH:34][CH:33]=3)=[CH:15][C:6]1=2. Procedure details: 1-(2,5-Dichlorobenzyl)-7-iodo-4-methyl-1,2,3,4-tetrahydropyrido[2,3-b]pyrazine (83 mg) was coupled to 1-methyl-4-[5-(4,4,5,5-tetramethyl-[1,3,2]dioxaborolan-2-yl)pyridin-2-yl]piperazine as in General Procedure 4B to give the title compound as a brown solid (43% yield). LCMS: m/z=483.33 (M+H+), 1H-NMR (CDCl3, 400 MHz) δ 2.33 (3H, s), 2.52 (4H, t, J=5.1 Hz), 3.16 (3H, s), 3.53 (8H, m), 4.45 (2H, s), 6.45 (1H, d, J=1.8 Hz), 6.65 (1H, d, J=8.8 Hz), 7.18 (1H, dd, J=8.5, 4.8 Hz), 7.25 (1H, d, J=2.3 Hz... Starting materials: Compound B3, C(#N)C1=CC=C2C=3C(C4=C(C(C3NC2=C1)(C)C)C=C(C=C4)C(=O)O)=O (3-cyano-6,6-dimethyl-11-oxo-6,11-dihydro-5H-benzo[b]carbazol-8-carboxylic acid), COCCN1CCNCC1 (1-(2-methoxyethyl)piperazine). Product: COCCN1CCN(CC1)C(=O)C=1C=CC2=C(C(C=3NC4=CC(=CC=C4C3C2=O)C#N)(C)C)C1 (8-[4-(2-Methoxy-ethyl)-piperazin-1-carbonyl]-6,6-dimethyl-11-oxo-6,11-dihydro-5H-benzo[b]carbazole-3-carbonitrile). As a reaction SMILES: [C:1]([C:3]1[CH:15]=[C:14]2[C:6]([C:7]3[C:8](=[O:25])[C:9]4[CH:21]=[CH:20][C:19]([C:22](O)=[O:23])=[CH:18][C:10]=4[C:11]([CH3:17])([CH3:16])[C:12]=3[NH:13]2)=[CH:5][CH:4]=1)#[N:2].[CH3:26][O:27][CH2:28][CH2:29][N:30]1[CH2:35][CH2:34][NH:33][CH2:32][CH2:31]1>>[CH3:26][O:27][CH2:28][CH2:29][N:30]1[CH2:35][CH2:34][N:33]([C:22]([C:19]2[CH:20]=[CH:21][C:9]3[C:8](=[O:25])[C:7]4[C:6]5[C:14](=[CH:15][C:3]([C:1]#[N:2])=[CH:4][CH:5]=5)[NH:13][C:12]=4[C:11]([CH3:17])([CH3:16])[C:10]=3[CH:18]=2)=[O:23])[CH2:32][CH2:31]1. Procedure details: Under the same conditions as the method for synthesizing Compound B3-15, the title compound was prepared from Compound B2-28 and 1-(2-methoxyethyl)piperazine. The reactants are ClC=1C=C(C=CC1Cl)SCCCCOC=1C=CC2=C(COC(N2)=O)C1 (6-[4-(3,4-dichlorophenylmercapto)-butoxy]-4H-3,1-benzoxazin-2-one), OO (hydrogen peroxide). Yields the product ClC=1C=C(C=CC1Cl)S(=O)CCCCOC=1C=CC2=C(COC(N2)=O)C1 (6-[4-(3,4-Dichloro-phenylsulfinyl)-butoxy]-4H-3,1-benzoxazin-2-one). As a reaction SMILES: [Cl:1][C:2]1[CH:3]=[C:4]([S:9][CH2:10][CH2:11][CH2:12][CH2:13][O:14][C:15]2[CH:16]=[CH:17][C:18]3[NH:23][C:22](=[O:24])[O:21][CH2:20][C:19]=3[CH:25]=2)[CH:5]=[CH:6][C:7]=1[Cl:8].[OH:26]O>>[Cl:1][C:2]1[CH:3]=[C:4]([S:9]([CH2:10][CH2:11][CH2:12][CH2:13][O:14][C:15]2[CH:16]=[CH:17][C:18]3[NH:23][C:22](=[O:24])[O:21][CH2:20][C:19]=3[CH:25]=2)=[O:26])[CH:5]=[CH:6][C:7]=1[Cl:8]. Procedure details: Prepared analogously to Example 2 from 6-[4-(3,4-dichlorophenylmercapto)-butoxy]-4H-3,1-benzoxazin-2-one and hydrogen peroxide.